From a dataset of the Open Reaction Database (ORD), a public repository of structured organic reaction records. describe an organic reaction: reactants, conditions, products, and yield Reactants: NC1=C(C(=CC2=C1NC(CO2)=O)F)N2C(N(C(=CC2=O)C(F)(F)F)C)=O (3-[5-Amino-7-fluoro-2H-1,4-benzoxazine-3(4H)-on-6-yl]-1-methyl-6-trifluoromethyl-2,4-(1H,3H)-pyrimidinedione), ClCC(=O)Cl (chloroacetyl chloride). Solvent: O1CCOCC1 (dioxane). Product: ClCC(=O)NC1=C(C(=CC2=C1NC(CO2)=O)F)N2C(N(C(=CC2=O)C(F)(F)F)C)=O (3-[5-(2-chloroacetylamino)-7-fluoro-2H-1,4-benzoxazine-3(4H)-on-6-yl]-1-methyl-6-trifluoromethyl-2,4-(1H,3H)-pyrimidinedione). Isolated yield 72.9%. RXN SMILES: [NH2:1][C:2]1[C:7]2[NH:8][C:9](=[O:12])[CH2:10][O:11][C:6]=2[CH:5]=[C:4]([F:13])[C:3]=1[N:14]1[C:19](=[O:20])[CH:18]=[C:17]([C:21]([F:24])([F:23])[F:22])[N:16]([CH3:25])[C:15]1=[O:26].[Cl:27][CH2:28][C:29](Cl)=[O:30]>O1CCOCC1>[Cl:27][CH2:28][C:29]([NH:1][C:2]1[C:7]2[NH:8][C:9](=[O:12])[CH2:10][O:11][C:6]=2[CH:5]=[C:4]([F:13])[C:3]=1[N:14]1[C:19](=[O:20])[CH:18]=[C:17]([C:21]([F:24])([F:23])[F:22])[N:16]([CH3:25])[C:15]1=[O:26])=[O:30]. Procedure details: 3-[5-Amino-7-fluoro-2H-1,4-benzoxazine-3(4H)-on-6-yl]-1-methyl-6-trifluoromethyl-2,4-(1H,3H)-pyrimidinedione (400 mg, 1.07 mmol) was dissolved in anhydrous dioxane and chloroacetyl chloride (135.6 mg, 1.20 mmol) was added. Solution was heated to reflux for 2 hr and solvent removed in vacuo. The residue was washed with ether to afford the title compound (351.9 mg, 0.78 mmol). Reactants: [Na].N1=CN=C2N(C=NC2=C1N)C(=O)[C@H](O)[C@@H](OCP(=O)(O)O)CO (1-(adenin-9-yl)-3-O-(phosphonomethyl)-L-threose sodium salt), N1=CN=C2N(C=NC2=C1N)C(=O)C[C@@H](OCP(=O)(OC(C)C)OC(C)C)CO (1-(adenin-9-yl)-2-deoxy-3-O-(diisopropylphosphonomethyl)-L-threose). The product is [Na].N1(C=NC2=NC=NC2=C1N)C(=O)C[C@@H](OCP(=O)(O)O)CO (1-(adenin-1-yl)-2-deoxy-3-O-(phosphonomethyl)-L-threose sodium salt). Yield: 43.0%. RXN SMILES: [Na:1].[N:2]1[C:10]([NH2:11])=[C:9]2[C:5]([N:6](C([C@@H]([C@H](CO)OCP(O)(O)=O)O)=O)[CH:7]=[N:8]2)=[N:4][CH:3]=1.N1C(N)=C2C(N([C:35]([CH2:37][C@H:38]([CH2:51][OH:52])[O:39][CH2:40][P:41]([O:47]C(C)C)([O:43]C(C)C)=[O:42])=[O:36])C=N2)=NC=1>>[Na:1].[N:2]1([C:35]([CH2:37][C@H:38]([CH2:51][OH:52])[O:39][CH2:40][P:41]([OH:43])([OH:47])=[O:42])=[O:36])[C:10]([NH2:11])=[C:9]2[C:5](=[N:6][CH:7]=[N:8]2)[N:4]=[CH:3]1 |f:0.1,3.4,^1:0,52|. Procedure: This compound was prepared as described for 3a, using 19 (70 mg, 0.23 mmol) as a starting material. Compound 3e (38 mg, 0.11 mmol) was obtained as a colorless solid, in 43% yield, which was characterized as follows: Starting materials: Cc1cc([N+](=O)[O-])cnc1Oc1cccc(C(C)(C)C)c1, CCO, Cl, [Fe], O. The product is Cc1cc(N)cnc1Oc1cccc(C(C)(C)C)c1. Reaction SMILES: [C:5]([CH3:6])([CH3:7])([CH3:8])[c:9]1[cH:10][c:11]([O:12][c:13]2[n:14][cH:15][c:16]([N+:20]([O-:21])=[O:22])[cH:17][c:18]2[CH3:19])[cH:23][cH:24][cH:25]1.[CH3:1][CH2:2][OH:3].[ClH:4].[Fe:26].[OH2:27]>>[C:5]([CH3:6])([CH3:7])([CH3:8])[c:9]1[cH:10][c:11]([O:12][c:13]2[n:14][cH:15][c:16]([NH2:20])[cH:17][c:18]2[CH3:19])[cH:23][cH:24][cH:25]1. The reactants are FC1=C(C=CC=C1)NC(NC1=CC=C(C=C1)C=1C=C2CN(C(C2=CC1)=O)[C@H](C(=O)OC)C(C)C)=S ((S)-Methyl 2-(5-(4-(3-(2-fluorophenyl)thioureido)phenyl)-1-oxoisoindolin-2-yl)-3-methylbutanoate), NC1=CC=C(C=C1)C=1C=C2CN(C(C2=CC1)=O)[C@H](C(=O)OC)C(C)C ((S)-Methyl 2-(5-(4-aminophenyl)-1-oxoisoindolin-2-yl)-3-methylbutanoate), FC=1C=C(C=CC1)N=C=S (3-fluorophenyl isothiocyanate), compound, compound. Product: FC=1C=C(C=CC1)NC(NC1=CC=C(C=C1)C=1C=C2CN(C(C2=CC1)=O)[C@H](C(=O)OC)C(C)C)=S ((S)-Methyl 2-(5-(4-(3-(3-fluorophenyl)thioureido)phenyl)-1-oxoisoindolin-2-yl)-3-methylbutanoate). As a reaction SMILES: FC1C=CC=CC=1[NH:8][C:9](=[S:35])[NH:10][C:11]1[CH:16]=[CH:15][C:14]([C:17]2[CH:18]=[C:19]3[C:23](=[CH:24][CH:25]=2)[C:22](=[O:26])[N:21]([C@@H:27]([CH:32]([CH3:34])[CH3:33])[C:28]([O:30][CH3:31])=[O:29])[CH2:20]3)=[CH:13][CH:12]=1.NC1C=CC(C2C=C3C(=CC=2)C(=O)N([C@@H](C(C)C)C(OC)=O)C3)=CC=1.[F:61][C:62]1[CH:63]=[C:64](N=C=S)[CH:65]=[CH:66][CH:67]=1>>[F:61][C:62]1[CH:67]=[C:66]([NH:8][C:9](=[S:35])[NH:10][C:11]2[CH:12]=[CH:13][C:14]([C:17]3[CH:18]=[C:19]4[C:23](=[CH:24][CH:25]=3)[C:22](=[O:26])[N:21]([C@@H:27]([CH:32]([CH3:33])[CH3:34])[C:28]([O:30][CH3:31])=[O:29])[CH2:20]4)=[CH:15][CH:16]=2)[CH:65]=[CH:64][CH:63]=1. Reported procedure: The compound of example 258 was prepared analogous to compound of example 256 by reaction of compound of example 223 with 3-fluorophenyl isothiocyanate. The compound of example 258 was used directly without isolation for the preparation of compound of example 259. The reactants are O=C(O)C(F)(F)F, Cn1nc(NCC(=O)NC2CNC2)c2cc(C(F)C(F)(F)F)ccc21, O=C1CCC(O)(c2cncs2)CC1. Product: Cn1nc(NCC(=O)NC2CN(C3CCC(O)(c4cncs4)CC3)C2)c2cc(C(F)C(F)(F)F)ccc21. As a reaction SMILES: [F:26][C:27]([F:28])([F:29])[C:30]([OH:31])=[O:32].[NH:1]1[CH2:2][CH:3]([NH:5][C:6]([CH2:7][NH:8][c:9]2[n:10][n:11]([CH3:24])[c:12]3[cH:13][cH:14][c:15]([CH:18]([C:19]([F:20])([F:21])[F:22])[F:23])[cH:16][c:17]23)=[O:25])[CH2:4]1.[OH:33][C:34]1([c:41]2[cH:42][n:43][cH:44][s:45]2)[CH2:35][CH2:36][C:37](=[O:40])[CH2:38][CH2:39]1>>[N:1]1([CH:37]2[CH2:36][CH2:35][C:34]([OH:33])([c:41]3[cH:42][n:43][cH:44][s:45]3)[CH2:39][CH2:38]2)[CH2:2][CH:3]([NH:5][C:6]([CH2:7][NH:8][c:9]2[n:10][n:11]([CH3:24])[c:12]3[cH:13][cH:14][c:15]([CH:18]([C:19]([F:20])([F:21])[F:22])[F:23])[cH:16][c:17]23)=[O:25])[CH2:4]1. Reactants: C([O-])([O-])=O.[Cs+].[Cs+] (Cesium carbonate), N#N.CC(C)(OC(=O)N[C@@H](CCCCNC(=O)OCC1=CC=CC=C1)C(=O)O)C (N2 [(1,1-dimethylethoxy)carbonyl]-N6 -[(phenylmethoxy)carbonyl]-L-lysine), O.CO (water methanol), CI (methyl iodide). Solvent: C(C)(=O)OCC (ethyl acetate), C(C)(=O)OCC (ethyl acetate), hexanes. Reaction conditions: time 5 minute. Yields the product N#N.CC(C)(OC(=O)N[C@@H](CCCCNC(=O)OCC1=CC=CC=C1)C(=O)OC)C (N2 [(1,1-Dimethylethoxy)carbonyl]-N6 -[(phenylmethoxy)carbonyl]-L-lysine, methyl ester). Reaction SMILES: [C:1](=O)([O-])[O-].[Cs+].[Cs+].[N:7]#[N:8].[CH3:9][C:10]([CH3:35])([O:12][C:13]([NH:15][C@H:16]([C:32]([OH:34])=[O:33])[CH2:17][CH2:18][CH2:19][CH2:20][NH:21][C:22]([O:24][CH2:25][C:26]1[CH:31]=[CH:30][CH:29]=[CH:28][CH:27]=1)=[O:23])=[O:14])[CH3:11].O.CO.CI>C(OCC)(=O)C>[N:7]#[N:8].[CH3:11][C:10]([CH3:35])([O:12][C:13]([NH:15][C@H:16]([C:32]([O:34][CH3:1])=[O:33])[CH2:17][CH2:18][CH2:19][CH2:20][NH:21][C:22]([O:24][CH2:25][C:26]1[CH:27]=[CH:28][CH:29]=[CH:30][CH:31]=1)=[O:23])=[O:14])[CH3:9] |f:0.1.2,3.4,5.6,9.10|. Procedure: Cesium carbonate (4.28 g., 13.1 moles) was added to a mixture of N2 -[(1,1-dimethylethoxy)carbonyl]-N6 -[(phenylmethoxy)carbonyl]-L-lysine (10 g., 26.3 moles) and 20% water-methanol (60 ml.). The solution became homogeneous within 5 minutes so the solvent was stripped and the residual water removed azeotropically with acetonitrile (3×). The resulting oil was dried in vacuo, dissolved in dry dimethyl-formamide and treated with methyl iodide (3.2 ml., 2.0 eq.). The reaction mixture was stirred at ... Reactants: CCO, CCOC(=O)c1cccc(N(Cc2cccnc2)c2ccc(OC)c(OC3CCCC3)c2)c1, [Na+], [OH-]. The product is COc1ccc(N(Cc2cccnc2)c2cccc(C(=O)O)c2)cc1OC1CCCC1. RXN SMILES: [CH3:36][CH2:37][OH:38].[CH:1]1([O:6][c:7]2[cH:8][c:9]([N:15]([c:16]3[cH:17][c:18]([C:19](=[O:20])[O:21][CH2:22][CH3:23])[cH:24][cH:25][cH:26]3)[CH2:27][c:28]3[cH:29][n:30][cH:31][cH:32][cH:33]3)[cH:10][cH:11][c:12]2[O:13][CH3:14])[CH2:2][CH2:3][CH2:4][CH2:5]1.[Na+:35].[OH-:34]>>[CH:1]1([O:6][c:7]2[cH:8][c:9]([N:15]([c:16]3[cH:17][c:18]([C:19](=[O:20])[OH:21])[cH:24][cH:25][cH:26]3)[CH2:27][c:28]3[cH:29][n:30][cH:31][cH:32][cH:33]3)[cH:10][cH:11][c:12]2[O:13][CH3:14])[CH2:2][CH2:3][CH2:4][CH2:5]1.